From a dataset of the Open Reaction Database (ORD), a public repository of structured organic reaction records. describe an organic reaction: reactants, conditions, products, and yield Run in C(C)(=O)O (acetic acid). Yield: 59.0%. Reaction SMILES: C(OC([NH:11][C@@H:12]([CH2:33][C:34](=[O:53])[NH:35]C(C1C=CC(OC)=CC=1)C1C=CC(OC)=CC=1)[C:13]([NH:15][C@H:16]([C@@H:20]([NH:22][C@H:23]([C:30]([OH:32])=[O:31])[CH2:24][C:25]1[N:26]=[CH:27][NH:28][CH:29]=1)[CH3:21])[C:17]([OH:19])=[O:18])=[O:14])=O)C1C=CC=CC=1.Br.C(OCC)(=O)C>C(O)(=O)C>[NH2:11][C@@H:12]([CH2:33][C:34](=[O:53])[NH2:35])[C:13]([NH:15][C@H:16]([C@@H:20]([NH:22][C@H:23]([C:30]([OH:32])=[O:31])[CH2:24][C:25]1[N:26]=[CH:27][NH:28][CH:29]=1)[CH3:21])[C:17]([OH:19])=[O:18])=[O:14]. The product is N[C@H](C(=O)N[C@@H](C(=O)O)[C@H](C)N[C@@H](CC=1N=CNC1)C(=O)O)CC(N)=O ((2R,3S)-2-[[(2S)-2-amino-3-carbamoylpropionyl]amino]-3-[[(1S)-1-carboxy-2-(4-imidazolyl)ethyl]amino]butyric acid). Procedure details: A solution of (2R,3S)-2-[[(2S)-2-benzyloxycarbonylamino-3-[N-[bis(4-methoxyphenyl)methyl]carbamoyl]propionyl]amino]-3-[[(1S)-1-carboxy-2-(4-imidazolyl)ethyl]amino]butyric acid (635 mg) and 30% hydrogen bromide in acetic acid (5 ml) was stirred for 2 hours at room temperature and the mixture was poured into a mixture of ice-water (20 ml) and ethyl acetate (20 ml). The aqueous phase was separated and subjected to a column of Dowex 50W x 8 (H+, 20 ml). The column was washed with water and the eluti... The reactants are C(C1=CC=CC=C1)OC(=O)N[C@H](C(=O)N[C@@H](C(=O)O)[C@H](C)N[C@@H](CC=1N=CNC1)C(=O)O)CC(NC(C1=CC=C(C=C1)OC)C1=CC=C(C=C1)OC)=O ((2R,3S)-2-[[(2S)-2-benzyloxycarbonylamino-3-[N-[bis(4-methoxyphenyl)methyl]carbamoyl]propionyl]amino]-3-[[(1S)-1-carboxy-2-(4-imidazolyl)ethyl]amino]butyric acid), Br (hydrogen bromide), ice water, C(C)(=O)OCC (ethyl acetate). Procedure details: To a solution of 4.5 g 5-(3,4-dimethoxyphenyl)-4,4-dimethyl-2-(piperidin-4-yl)-2,4-dihydro-3H-pyrazol-3-one hydrochloride (compound B1*HCl) in 60 ml of DCM a solution of 2.4 g 2-fluoro-5-(methoxymethoxy)benzoic acid 20 ml of DCM, 1.7 ml TEA, 1.7 g HOBt and 2.4 g EDCi*HCl are added. The reaction mixture is stirred for 90 min until the reaction is complete according to TLC analysis. The reaction mixture is quenched with 1 M aqueous hydrochloric acid, the phases are separated and the organic phase ... The product is COC=1C=C(C=CC1OC)C=1C(C(N(N1)C1CCN(CC1)C(=O)C1=C(C=CC(=C1)OCOC)F)=O)(C)C (5-(3,4-dimethoxyphenyl)-2-(1-{[2-fluoro-5-(methoxymethoxy)phenyl]carbonyl}piperidin-4-yl)-4,4-dimethyl-2,4-dihydro-3H-pyrazol-3-one). Reaction SMILES: Cl.[CH3:2][O:3][C:4]1[CH:5]=[C:6]([C:12]2[C:13]([CH3:25])([CH3:24])[C:14](=[O:23])[N:15]([CH:17]3[CH2:22][CH2:21][NH:20][CH2:19][CH2:18]3)[N:16]=2)[CH:7]=[CH:8][C:9]=1[O:10][CH3:11].[F:26][C:27]1[CH:35]=[CH:34][C:33]([O:36][CH2:37][O:38][CH3:39])=[CH:32][C:28]=1[C:29](O)=[O:30].C1C=CC2N(O)N=NC=2C=1.Cl>C(Cl)Cl>[CH3:2][O:3][C:4]1[CH:5]=[C:6]([C:12]2[C:13]([CH3:25])([CH3:24])[C:14](=[O:23])[N:15]([CH:17]3[CH2:22][CH2:21][N:20]([C:29]([C:28]4[CH:32]=[C:33]([O:36][CH2:37][O:38][CH3:39])[CH:34]=[CH:35][C:27]=4[F:26])=[O:30])[CH2:19][CH2:18]3)[N:16]=2)[CH:7]=[CH:8][C:9]=1[O:10][CH3:11] |f:0.1|. The solvent is C(Cl)Cl (DCM), C(Cl)Cl (DCM). The reactants are Cl.COC=1C=C(C=CC1OC)C=1C(C(N(N1)C1CCNCC1)=O)(C)C (5-(3,4-dimethoxyphenyl)-4,4-dimethyl-2-(piperidin-4-yl)-2,4-dihydro-3H-pyrazol-3-one hydrochloride), Cl.COC=1C=C(C=CC1OC)C=1C(C(N(N1)C1CCNCC1)=O)(C)C (5-(3,4-dimethoxyphenyl)-4,4-dimethyl-2-(piperidin-4-yl)-2,4-dihydro-3H-pyrazol-3-one hydrochloride), FC1=C(C(=O)O)C=C(C=C1)OCOC (2-fluoro-5-(methoxymethoxy)benzoic acid), TEA, C=1C=CC2=C(C1)N=NN2O (HOBt), Cl (HCl). Conditions: time 90 minute. The reactants are CO, CCn1ncc(C)c1-c1cc(C(=O)NC(Cc2ccccc2C(F)(F)F)CN2C(=O)c3ccccc3C2=O)sc1Cl. The product is CCn1ncc(C)c1-c1cc(C(=O)NC(CN)Cc2ccccc2C(F)(F)F)sc1Cl. As a reaction SMILES: [CH3:42][OH:43].[Cl:1][c:2]1[c:3](-[c:34]2[c:35]([CH3:41])[cH:36][n:37][n:38]2[CH2:39][CH3:40])[cH:4][c:5]([C:7](=[O:8])[NH:9][CH:10]([CH2:11][N:12]2[C:13](=[O:14])[c:15]3[c:16]([cH:17][cH:18][cH:19][cH:20]3)[C:21]2=[O:22])[CH2:23][c:24]2[c:25]([C:30]([F:31])([F:32])[F:33])[cH:26][cH:27][cH:28][cH:29]2)[s:6]1>>[Cl:1][c:2]1[c:3](-[c:34]2[c:35]([CH3:41])[cH:36][n:37][n:38]2[CH2:39][CH3:40])[cH:4][c:5]([C:7](=[O:8])[NH:9][CH:10]([CH2:11][NH2:12])[CH2:23][c:24]2[c:25]([C:30]([F:31])([F:32])[F:33])[cH:26][cH:27][cH:28][cH:29]2)[s:6]1. Starting materials: CC(C)(C)Sc1ccc(C#N)cn1, C1CCOC1, CO, Cl. The product is CC(C)(C)Sc1ccc(CN)cn1. Reaction SMILES: [C:1]([CH3:2])([CH3:3])([CH3:4])[S:5][c:6]1[n:7][cH:8][c:9]([C:10]#[N:11])[cH:12][cH:13]1.[CH2:15]1[O:16][CH2:17][CH2:18][CH2:19]1.[CH3:20][OH:21].[ClH:14]>>[C:1]([CH3:2])([CH3:3])([CH3:4])[S:5][c:6]1[n:7][cH:8][c:9]([CH2:10][NH2:11])[cH:12][cH:13]1. Reactants: ClC1=CN=C(C2=CC(=CC=C12)C(=O)OC)C1=C(C(=CC=C1)Cl)O (methyl 4-chloro-1-(3-chloro-2-hydroxyphenyl)isoquinoline-7-carboxylate), C([O-])([O-])=O.[K+].[K+] (potassium carbonate), IC (iodomethane), CN(C)C=O (DMF). Run in O (water). Reaction conditions: time 1 day. The product is ClC1=CN=C(C2=CC(=CC=C12)C(=O)OC)C1=C(C(=CC=C1)Cl)OC (methyl 4-chloro-1-(3-chloro-2-methoxyphenyl)isoquinoline-7-carboxylate). Yield: 83.3%. Reaction SMILES: [Cl:1][C:2]1[C:11]2[C:6](=[CH:7][C:8]([C:12]([O:14][CH3:15])=[O:13])=[CH:9][CH:10]=2)[C:5]([C:16]2[CH:21]=[CH:20][CH:19]=[C:18]([Cl:22])[C:17]=2[OH:23])=[N:4][CH:3]=1.[C:24](=O)([O-])[O-].[K+].[K+].IC.CN(C=O)C>O>[Cl:1][C:2]1[C:11]2[C:6](=[CH:7][C:8]([C:12]([O:14][CH3:15])=[O:13])=[CH:9][CH:10]=2)[C:5]([C:16]2[CH:21]=[CH:20][CH:19]=[C:18]([Cl:22])[C:17]=2[O:23][CH3:24])=[N:4][CH:3]=1 |f:1.2.3|. Procedure details: A mixture of methyl 4-chloro-1-(3-chloro-2-hydroxyphenyl)isoquinoline-7-carboxylate (150 mg), potassium carbonate (119 mg), iodomethane (245 mg), and DMF (3 mL) was stirred at room temperature for one day. The reaction mixture was diluted with water, and extracted with ethyl acetate. The organic layer was washed with saturated brine, dried, and concentrated under reduced pressure. The resulting residue was purified under silica gel column chromatography (hexane/ethyl acetate) to obtain methyl 4-... The reactants are O (Water), FC(C(=O)OC(C(F)(F)F)=O)(F)F (trifluoroacetic anhydride), O[C@@H](CCC(=O)N)C=1SC2=C(N1)C=CC(=C2)I ((4S)-4-hydroxy-4-(6-iodo-1,3-benzothiazol-2-yl)butane amide), N1=CC=CC=C1 (pyridine). Solvent: O1CCCC1 (tetrahydrofuran). Reaction conditions: time 2 hour. Yields the product O[C@@H](CCC#N)C=1SC2=C(N1)C=CC(=C2)I ((4S)-4-Hydroxy-4-(6-iodo-1,3-benzothiazol-2-yl)butane nitrile). Yield: 73.8%. As a reaction SMILES: FC(F)(F)C(OC(=O)C(F)(F)F)=O.[OH:14][C@H:15]([C:21]1[S:22][C:23]2[CH:29]=[C:28]([I:30])[CH:27]=[CH:26][C:24]=2[N:25]=1)[CH2:16][CH2:17][C:18]([NH2:20])=O.N1C=CC=CC=1.O>O1CCCC1>[OH:14][C@H:15]([C:21]1[S:22][C:23]2[CH:29]=[C:28]([I:30])[CH:27]=[CH:26][C:24]=2[N:25]=1)[CH2:16][CH2:17][C:18]#[N:20]. Reported procedure: 0.33 mL trifluoroacetic anhydride was added to a solution of 556 mg of (4S)-4-hydroxy-4-(6-iodo-1,3-benzothiazol-2-yl)butane amide obtained in Production Example 299 and 0.25 mL pyridine in tetrahydrofuran under ice-cooling, and the mixture was stirred for 2 hours. Water was added thereto, the reaction solution was then extracted with ethyl acetate, and the organic layer was dried over magnesium sulfate and purified by NH silica gel chromatography. The product was recrystallized from ethanol/eth... Starting materials: ClCCCBr, [K+], [K+], O=c1[nH]cc(N2CCCC2)c(=O)[nH]1, O=C([O-])[O-], CN(C)C=O, O. The product is O=c1[nH]c(=O)n(CCCCl)cc1N1CCCC1. RXN SMILES: [Br:20][CH2:21][CH2:22][CH2:23][Cl:24].[K+:14].[K+:15].[N:1]1([c:6]2[c:7](=[O:13])[nH:8][c:9](=[O:12])[nH:10][cH:11]2)[CH2:2][CH2:3][CH2:4][CH2:5]1.[O-:16][C:17]([O-:18])=[O:19].[O:26]=[CH:27][N:28]([CH3:29])[CH3:30].[OH2:25]>>[N:1]1([c:6]2[c:7](=[O:13])[nH:8][c:9](=[O:12])[n:10]([CH2:21][CH2:22][CH2:23][Cl:24])[cH:11]2)[CH2:2][CH2:3][CH2:4][CH2:5]1. Reactants: [BH4-], O=C1CC2(CCN(C(=O)C=Cc3ccccc3C(F)(F)F)CC2)c2c(Br)cccc21, C1CCOC1, CO, [Na+], O=C(O)CC(O)(CC(=O)O)C(=O)O. Yields the product O=C(C=Cc1ccccc1C(F)(F)F)N1CCC2(CC1)CC(O)c1cccc(Br)c12. As a reaction SMILES: [BH4-:31].[Br:1][c:2]1[cH:3][cH:4][cH:5][c:6]2[c:10]1[C:9]1([CH2:8][C:7]2=[O:30])[CH2:11][CH2:12][N:13]([C:16]([CH:17]=[CH:18][c:19]2[c:20]([C:25]([F:26])([F:27])[F:28])[cH:21][cH:22][cH:23][cH:24]2)=[O:29])[CH2:14][CH2:15]1.[CH2:35]1[O:36][CH2:37][CH2:38][CH2:39]1.[CH3:33][OH:34].[Na+:32].[OH:40][C:41]([CH2:42][C:43]([C:44](=[O:45])[OH:46])([CH2:47][C:48](=[O:49])[OH:50])[OH:51])=[O:52]>>[Br:1][c:2]1[cH:3][cH:4][cH:5][c:6]2[c:10]1[C:9]1([CH2:8][CH:7]2[OH:30])[CH2:11][CH2:12][N:13]([C:16]([CH:17]=[CH:18][c:19]2[c:20]([C:25]([F:26])([F:27])[F:28])[cH:21][cH:22][cH:23][cH:24]2)=[O:29])[CH2:14][CH2:15]1. Starting materials: O=C([O-])[O-], COc1cc(OC)nc(S(C)(=O)=O)n1, CN(C)C=O, COC(=O)C(O)C(C)(C)F, [K+], [K+]. Yields the product COC(=O)C(Oc1nc(OC)cc(OC)n1)C(C)(C)F. RXN SMILES: [C:25](=[O:26])([O-:27])[O-:28].[CH3:11][O:12][c:13]1[n:14][c:15]([S:21]([CH3:22])(=[O:23])=[O:24])[n:16][c:17]([O:19][CH3:20])[cH:18]1.[CH3:31][N:32]([CH3:33])[CH:34]=[O:35].[F:1][C:2]([CH:3]([C:4](=[O:5])[O:6][CH3:7])[OH:8])([CH3:9])[CH3:10].[K+:29].[K+:30]>>[F:1][C:2]([CH:3]([C:4](=[O:5])[O:6][CH3:7])[O:8][c:15]1[n:14][c:13]([O:12][CH3:11])[cH:18][c:17]([O:19][CH3:20])[n:16]1)([CH3:9])[CH3:10]. As a reaction SMILES: [C:1]([NH:5][S:6]([C:9]1[CH:18]=[CH:17][C:12]2[C:13](Cl)=[N:14][S:15][C:11]=2[CH:10]=1)(=[O:8])=[O:7])([CH3:4])([CH3:3])[CH3:2].O.[NH2:20][CH2:21][CH2:22][CH2:23][NH2:24]>>[NH2:20][CH2:21][CH2:22][CH2:23][NH:24][C:13]1[C:12]2[CH:17]=[CH:18][C:9]([S:6]([NH:5][C:1]([CH3:4])([CH3:3])[CH3:2])(=[O:8])=[O:7])=[CH:10][C:11]=2[S:15][N:14]=1. The reactants are C(C)(C)(C)NS(=O)(=O)C1=CC2=C(C(=NS2)Cl)C=C1 (N-tert-butyl-3-chlorobenzo[d]isothiazole-6-sulfonamide), O (water), NCCCN (1,3-diaminopropane). Product: NCCCNC1=NSC2=C1C=CC(=C2)S(=O)(=O)NC(C)(C)C (3-(3-aminopropylamino)-N-t-butylbenzo[d]isothiazole-6-sulfonamide). Procedure: A solution of N-tert-butyl-3-chlorobenzo[d]isothiazole-6-sulfonamide (278 mg, 0.9 mmol) in 1,3-diaminopropane (1 mL) was allowed to stir at room temperature for 3.5 h. The reaction mixture was then poured over water (10 mL), extracted with ethyl acetate and the combined organic layers were dried over anhydrous magnesium sulfate, filtered and concentrated under reduced pressure to give, upon trituration with ethyl ether, 3-(3-aminopropylamino)-N-t-butylbenzo[d]isothiazole-6-sulfonamide (242 mg). ... Run at time 3.5 hour.